This data is from the Open Reaction Database (ORD), a public repository of structured organic reaction records. The task is: describe an organic reaction: reactants, conditions, products, and yield Yields the product CC1(CC2=C(C(N1)=O)C=CS2)C (6,6-Dimethyl-6,7-dihydro-5H-thieno[3,2-c]pyridin-4-one). Reported procedure: To a mixture of dry DCE (60 mL) and anhydrous H3PO4 (35 mL, prepared from 85% H3PO4 and P2O5) is added a solution of isocyanate 46 (5.12 g, 28.3 mmol) in DCE (20 mL). The resulting mixture is stirred vigorously at rt for 2 h, then at reflux for 4 h. The reaction mixture is allowed to cool and separate into two layers. The upper, organic layer is decanted, diluted with EtOAc and Na2Co3 solution, and extracted with EtOAc (2×). The organic extract is washed with brine (2×) and dried (MgSO4), filter... Conditions: time 2 hour. Solvent: ClCCCl (DCE), ClCCCl (DCE). The reactants are OP(=O)(O)O (H3PO4), N(=C=O)C(CC=1SC=CC1)(C)C (2-(2-Isocyanato-2-methylpropyl)-thiophene). RXN SMILES: OP(O)(O)=O.[N:6]([C:9]([CH3:17])([CH3:16])[CH2:10][C:11]1[S:12][CH:13]=[CH:14][CH:15]=1)=[C:7]=[O:8]>ClCCCl>[CH3:16][C:9]1([CH3:17])[NH:6][C:7](=[O:8])[C:15]2[CH:14]=[CH:13][S:12][C:11]=2[CH2:10]1. Reactants: CSc1nc2cc(C#N)ccc2s1, CC(C)N1CCNCC1, c1ccncc1. Yields the product CC(C)N1CCN(c2nc3cc(C#N)ccc3s2)CC1. RXN SMILES: [CH3:1][S:2][c:3]1[s:4][c:5]2[c:6]([n:7]1)[cH:8][c:9]([C:12]#[N:13])[cH:10][cH:11]2.[CH:14]([CH3:15])([CH3:16])[N:17]1[CH2:18][CH2:19][NH:20][CH2:21][CH2:22]1.[cH:23]1[cH:24][cH:25][n:26][cH:27][cH:28]1>>[c:3]1([N:20]2[CH2:19][CH2:18][N:17]([CH:14]([CH3:15])[CH3:16])[CH2:22][CH2:21]2)[s:4][c:5]2[c:6]([n:7]1)[cH:8][c:9]([C:12]#[N:13])[cH:10][cH:11]2. Reactants: OC1=C(C=C(C=C1)CCCOC(C(=C)C)=O)N1N=C2C(=N1)C=CC=C2 (2-(2′-hydroxy-5′-methacryloyloxypropylphenyl)-2H-benzotriazole), C[O-].[Na+].CO (sodium methylate•methanol). Run in C=1(C(=CC=CC1)C)C (xylene). Yields the product N=1N(N=C2C1C=CC=C2)C2=CC(=CC(=C2O)CC2=C(C(=CC(=C2)C)N2N=C1C(=N2)C=CC=C1)O)CCCOC(C(=C)C)=O (6-(2H-benzotriazol-2-yl)-4-methacryloyloxypropyl-2-[3′-(2H-benzotriazol-2-yl)-2′-hydroxy-5′-methylphenyl]methylphenol). Isolated yield 71.0%. Reaction SMILES: [OH:1][C:2]1[CH:7]=[CH:6][C:5]([CH2:8][CH2:9][CH2:10][O:11][C:12](=[O:16])[C:13]([CH3:15])=[CH2:14])=[CH:4][C:3]=1[N:17]1[N:21]=[C:20]2[CH:22]=[CH:23][CH:24]=[CH:25][C:19]2=[N:18]1.[CH3:26][O-:27].[Na+].CO>C1(C)C(C)=CC=CC=1>[N:18]1[N:17]([C:3]2[C:2]([OH:1])=[C:7]([CH2:2][C:7]3[CH:6]=[C:5]([CH3:8])[CH:4]=[C:3]([N:17]4[N:18]=[C:19]5[CH:25]=[CH:24][CH:23]=[CH:22][C:20]5=[N:21]4)[C:26]=3[OH:27])[CH:6]=[C:5]([CH2:8][CH2:9][CH2:10][O:11][C:12](=[O:16])[C:13]([CH3:15])=[CH2:14])[CH:4]=2)[N:21]=[C:20]2[CH:22]=[CH:23][CH:24]=[CH:25][C:19]=12 |f:1.2.3|. Procedure details: Ten grams (30.9 mmols) of crude 2-(3′-N,N-diethylaminomethyl-2′-hydroxy-5′-methylphenyl)-2H-benzotriazole obtained following the procedures of Synthesis Example 1 and 10.5 g (31.1 mmols) of 2-(2′-hydroxy-5′-methacryloyloxypropylphenyl)-2H-benzotriazole were dissolved in 64 ml of xylene, and 1.5 ml of a 28% sodium methylate•methanol solution were added thereto. The mixture was then refluxed in a nitrogen stream for 10 hours. After the completion of the reaction, the reaction mixture was cooled to... Starting materials: O=C(O)c1ccc(Br)o1, O=C([O-])[O-], CCI, CS(C)=O, [K+], [K+], O. Yields the product CCOC(=O)c1ccc(Br)o1. As a reaction SMILES: [Br:1][c:2]1[o:3][c:4]([C:7](=[O:8])[OH:9])[cH:5][cH:6]1.[C:10](=[O:11])([O-:12])[O-:13].[CH2:16]([CH3:17])[I:18].[CH3:20][S:21](=[O:22])[CH3:23].[K+:14].[K+:15].[OH2:19]>>[Br:1][c:2]1[o:3][c:4]([C:7](=[O:8])[O:9][CH2:16][CH3:17])[cH:5][cH:6]1. Reaction SMILES: [C:1]1([CH:7]2[NH:10][C:9](=[O:11])[CH:8]2[OH:12])[CH:6]=[CH:5][CH:4]=[CH:3][CH:2]=1.[H][H].[K+].[Br-]>CO>[CH:1]1([CH:7]2[NH:10][C:9](=[O:11])[CH:8]2[OH:12])[CH2:2][CH2:3][CH2:4][CH2:5][CH2:6]1 |f:2.3|. Yields the product C1(CCCCC1)C1C(C(N1)=O)O (4-cyclohexyl-3-hydroxy-2-azetidinone). Run in CO (methanol), CO (CH3OH). Procedure: A suspension of 500 mg (3.06 mmol) of 4-phenyl-3-hydroxy-2-azetidinone VIa and 15 mg of Rh--C in 10 mL of methanol was heated at 90° C. under 800 psi in an autoclave. After 5 days, the hydrogen pressure was released and the catalyst filtered on celite. Evaporation of the solvent afforded a solid which was recrystallized in ethyl acetate to give 440 mg (85%) of VIIe as a white solid: White solid; mp 140°-140.5° C.; [α]D20 +65.1° (c 0.66, CH3OH); 1H NMR (250 MHz, MeOH-d4) δ 0.75-1.10 (m, 2H), 1.12... The reactants are [H][H] (hydrogen), [K+].[Br-] (KBr), C1(=CC=CC=C1)C1C(C(N1)=O)O (4-phenyl-3-hydroxy-2-azetidinone), Rh--C. Run at temperature 90 celsius, time 5 day. Starting materials: O=C1CCN(Cc2ccccc2)CC1, CC(=O)[O-], CCO, Cl, [Na+], [NH-]O. The product is ON=C1CCN(Cc2ccccc2)CC1. RXN SMILES: [CH2:1]([c:2]1[cH:3][cH:4][cH:5][cH:6][cH:7]1)[N:8]1[CH2:9][CH2:10][C:11](=[O:14])[CH2:12][CH2:13]1.[CH3:19][C:20](=[O:21])[O-:22].[CH3:23][CH2:24][OH:25].[ClH:15].[Na+:18].[OH:16][NH-:17]>>[CH2:1]([c:2]1[cH:3][cH:4][cH:5][cH:6][cH:7]1)[N:8]1[CH2:9][CH2:10][C:11](=[N:17][OH:16])[CH2:12][CH2:13]1.